This data is from the Open Reaction Database (ORD), a public repository of structured organic reaction records. The task is: describe an organic reaction: reactants, conditions, products, and yield Starting materials: B (borane), ClC=1C=C(C=CC1Cl)C12CCCCC2CNC1=O (7a-(3,4-Dichlorophenyl)octahydro-1H-isoindol-1-one), Cl (HCl). Run in C1CCOC1 (THF). The product is ClC=1C=C(C=CC1Cl)C12CNCC2CCCC1 (3a-(3,4-dichlorophenyl)octahydro-1H-isoindole). Yield: 25.1%. As a reaction SMILES: [Cl:1][C:2]1[CH:3]=[C:4]([C:9]23[C:17](=O)[NH:16][CH2:15][CH:14]2[CH2:13][CH2:12][CH2:11][CH2:10]3)[CH:5]=[CH:6][C:7]=1[Cl:8].B.Cl>C1COCC1>[Cl:1][C:2]1[CH:3]=[C:4]([C:9]23[CH2:10][CH2:11][CH2:12][CH2:13][CH:14]2[CH2:15][NH:16][CH2:17]3)[CH:5]=[CH:6][C:7]=1[Cl:8]. Reported procedure: 7a-(3,4-Dichlorophenyl)octahydro-1H-isoindol-1-one (65 mg, 0.2287 mmol) was diluted in THF (2 mL) and borane (0.7 mL, 1 M in THF, 3 eq) and heated in the microwave for 15 minutes (max temp=100° C.). After cooling, the mixture was stirred with 6N HCl for thirty minutes and washed with MTBE. The aqueous layer was basicified with KOH and extracted with MTBE. The organic phase was evaporated and filtered (aminopropyl cartridge) to give 3a-(3,4-dichlorophenyl)octahydro-1H-isoindole (15.5 mg, 24%) as ...